This data is from the Open Reaction Database (ORD), a public repository of structured organic reaction records. The task is: describe an organic reaction: reactants, conditions, products, and yield Starting materials: CC(=O)O[BH-](OC(C)=O)OC(C)=O, CC(=O)O, O=Cc1ccc(OCCCN2CCCCC2)cc1, [Na+], [Na+], [OH-], c1ccc(CCCC2CCNCC2)cc1. Product: c1ccc(CCCC2CCN(Cc3ccc(OCCCN4CCCCC4)cc3)CC2)cc1. RXN SMILES: [C:34]([O:35][BH-:36]([O:37][C:38](=[O:39])[CH3:40])[O:41][C:42](=[O:43])[CH3:44])(=[O:45])[CH3:46].[CH3:50][C:51](=[O:52])[OH:53].[N:1]1([CH2:7][CH2:8][CH2:9][O:10][c:11]2[cH:12][cH:13][c:14]([CH:15]=[O:16])[cH:17][cH:18]2)[CH2:2][CH2:3][CH2:4][CH2:5][CH2:6]1.[Na+:47].[Na+:49].[OH-:48].[c:19]1([CH2:25][CH2:26][CH2:27][CH:28]2[CH2:29][CH2:30][NH:31][CH2:32][CH2:33]2)[cH:20][cH:21][cH:22][cH:23][cH:24]1>>[N:1]1([CH2:7][CH2:8][CH2:9][O:10][c:11]2[cH:12][cH:13][c:14]([CH2:15][N:31]3[CH2:30][CH2:29][CH:28]([CH2:27][CH2:26][CH2:25][c:19]4[cH:20][cH:21][cH:22][cH:23][cH:24]4)[CH2:33][CH2:32]3)[cH:17][cH:18]2)[CH2:2][CH2:3][CH2:4][CH2:5][CH2:6]1. Starting materials: CCOC(C)=O, CC1(C)CC2CN(S(=O)(=O)c3ccc(OCc4ccccc4)cc3)C1C(=O)O2, CO, [H][H]. The product is CC1(C)CC2CN(S(=O)(=O)c3ccc(O)cc3)C1C(=O)O2. Reaction SMILES: [C:33]([O:34][CH2:35][CH3:36])(=[O:37])[CH3:38].[CH2:1]([c:2]1[cH:3][cH:4][cH:5][cH:6][cH:7]1)[O:8][c:9]1[cH:10][cH:11][c:12]([S:15](=[O:16])(=[O:17])[N:18]2[CH:19]3[C:20](=[O:28])[O:21][CH:22]([CH2:23]2)[CH2:24][C:25]3([CH3:26])[CH3:27])[cH:13][cH:14]1.[CH3:31][OH:32].[H:29][H:30]>>[OH:8][c:9]1[cH:10][cH:11][c:12]([S:15](=[O:16])(=[O:17])[N:18]2[CH:19]3[C:20](=[O:28])[O:21][CH:22]([CH2:23]2)[CH2:24][C:25]3([CH3:26])[CH3:27])[cH:13][cH:14]1. Starting materials: [H-].[Al+3].[Li+].[H-].[H-].[H-] (lithium aluminum hydride), C(C)(=O)OC1=C(C(=C(C=C1)C)OC(C)=O)C (1,3-diacetoxy-2,4-dimethylbenzene). Run in CCOCC (ether), CCOCC (ether). Reaction conditions: time 8 hour. The product is OC1=C(C(=C(C=C1)C)O)C (1,3-dihydroxy-2,4-dimethylbenzene). Yield: 62.0%. Reaction SMILES: [H-].[Al+3].[Li+].[H-].[H-].[H-].C([O:10][C:11]1[CH:16]=[CH:15][C:14]([CH3:17])=[C:13]([O:18]C(=O)C)[C:12]=1[CH3:22])(=O)C>CCOCC>[OH:10][C:11]1[CH:16]=[CH:15][C:14]([CH3:17])=[C:13]([OH:18])[C:12]=1[CH3:22] |f:0.1.2.3.4.5|. Reported procedure: To a slurry of lithium aluminum hydride (0.56 g, 14.76 mmol) in ether (35 mL) was added 1,3-diacetoxy-2,4-dimethylbenzene (the compound of Preparation 24, 1.65 g, 7.42 mmol in 40 mL of ether) via syringe. The mixture was stirred overnight; then it was carefully quenched with sodium sulfate decahydrate (excess). The mixture was dried with anhydrous sodium sulfate, filtered, and concentrated to give 0.62 g (62%) of 1,3-dihydroxy-2,4-dimethylbenzene as a waxy light yellow solid which had: NMR δ 6.8... Starting materials: BrC1=C(C=C(C=C1C)C1OCCCO1)C (2-(4-bromo-3,5-dimethyl-phenyl)-[1,3]dioxane), Mg, C(C=C)Br (allylbromide). The solvent is C1CCOC1 (THF). Reaction conditions: temperature 40 celsius, time 16 hour. Product: C(C=C)C1=C(C=C(C=C1C)C1OCCCO1)C (2-(4-allyl-3,5-dimethyl-phenyl)-[1,3]dioxane). Yield: 84.0%. Reaction SMILES: Br[C:2]1[C:7]([CH3:8])=[CH:6][C:5]([CH:9]2[O:14][CH2:13][CH2:12][CH2:11][O:10]2)=[CH:4][C:3]=1[CH3:15].[CH2:16](Br)[CH:17]=[CH2:18]>C1COCC1>[CH2:18]([C:2]1[C:7]([CH3:8])=[CH:6][C:5]([CH:9]2[O:14][CH2:13][CH2:12][CH2:11][O:10]2)=[CH:4][C:3]=1[CH3:15])[CH:17]=[CH2:16]. Reported procedure: The corresponding Grignard-reagent is prepared form 2-(4-bromo-3,5-dimethyl-phenyl)-[1,3]dioxane (2.5 g, 9.22 mmol) and Mg (258 mg, 10.6 mmol) in THF (50 mL). To this reagent allylbromide (1.23 g, 10.14 mmol) is added dropwise at rt. The reaction mixture becomes warm (40° C.) and it is stirred for 16 h. The reaction is quenched by adding water. The mixture is extracted with EA. The organic extract is dried over MgSO4, filtered and concentrated. The crude product is purified by CC on silica gel e...